Dataset: the Open Reaction Database (ORD), a public repository of structured organic reaction records. Task: describe an organic reaction: reactants, conditions, products, and yield Reactants: C(=O)[O-].[NH4+] (ammonium formate), [N+](=O)([O-])C1=C(C=C(C=C1)N1N=CN=C1)OC(C)C (1-[4-nitro-3-(propan-2-yloxy)phenyl]-1H-1,2,4-triazole). The reagents and catalysts are [Pd] (Pd/C). The solvent is CO (methanol). Reaction conditions: temperature 80 celsius. The product is CC(C)OC1=C(N)C=CC(=C1)N1N=CN=C1 (2-(propan-2-yloxy)-4-(1H-1,2,4-triazol-1-yl)aniline). The yield is 96.9%. As a reaction SMILES: C([O-])=O.[NH4+].[N+:5]([C:8]1[CH:13]=[CH:12][C:11]([N:14]2[CH:18]=[N:17][CH:16]=[N:15]2)=[CH:10][C:9]=1[O:19][CH:20]([CH3:22])[CH3:21])([O-])=O>CO.[Pd]>[CH3:22][CH:20]([O:19][C:9]1[CH:10]=[C:11]([N:14]2[CH:18]=[N:17][CH:16]=[N:15]2)[CH:12]=[CH:13][C:8]=1[NH2:5])[CH3:21] |f:0.1|. Procedure details: A mixture of 1 g of 4-bromo-1-nitro-2-(propan-2-yloxy)benzene, 319 mg of triazole, 110 mg of copper (I) iodide, 585 mg of potassium carbonate and 84 mg of 8-hydroxyquinoline in 8 ml of DMSO is stirred overnight at ambient temperature and then heated at 120° C. for 3 hours. The reaction medium is poured into 10 ml of an aqueous 25% NH4OH solution, 40 ml of water and 10 ml of ethyl acetate. The mixture is stirred for 30 minutes at ambient temperature and then the two phases are separated. The aque... The reactants are C1(CCCCC1)N=C=NC1CCCCC1 (dicyclohexylcarbodiimide), C(C)(C)(C)OC(=O)N1[C@H](C(N(CC1)CC(=O)OC(C)(C)C)=O)CC(=O)O ((S)-4-t-butoxycarbonyl-1-t-butoxycarbonylmethyl-2-oxopiperazine-3-acetic acid), C(C1=CC=CC=C1)O (benzyl alcohol), C(Cl)Cl (methylene chloride). The reagents and catalysts are CN(C1=CC=NC=C1)C (4-dimethylaminopyridine). Solvent: CCOCC (ether). Conditions: time 1 hour. The product is Cl.C(C1=CC=CC=C1)OC(=O)C[C@H]1C(N(CCN1)CC(=O)O)=O ((S)-3-Benzyloxycarbonylmethyl-2-oxopiperazine-1-acetic acid hydrochloride). As a reaction SMILES: C(OC([N:8]1[CH2:13][CH2:12][N:11]([CH2:14][C:15]([O:17]C(C)(C)C)=[O:16])[C:10](=[O:22])[C@@H:9]1[CH2:23][C:24]([OH:26])=[O:25])=O)(C)(C)C.[CH2:27](O)[C:28]1[CH:33]=[CH:32][CH:31]=[CH:30][CH:29]=1.C(Cl)[Cl:36].C1(N=C=NC2CCCCC2)CCCCC1>CN(C)C1C=CN=CC=1.CCOCC>[ClH:36].[CH2:27]([O:26][C:24]([CH2:23][C@@H:9]1[NH:8][CH2:13][CH2:12][N:11]([CH2:14][C:15]([OH:17])=[O:16])[C:10]1=[O:22])=[O:25])[C:28]1[CH:33]=[CH:32][CH:31]=[CH:30][CH:29]=1 |f:6.7|. Procedure: To a mixture of 8.6 g of (S)-4-t-butoxycarbonyl-1-t-butoxycarbonylmethyl-2-oxopiperazine-3-acetic acid, 2.5 g of benzyl alcohol, 50 mg of 4-dimethylaminopyridine and 30 ml of methylene chloride was added, at 0 C, 6.2 g of dicyclohexylcarbodiimide. The mixture was stirred for one hour. Insolubles were filtered off. To the filtrate was added 30 ml of trifluoroacetic acid, and the mixture was left standing for one hour. The reaction mixture was concentrated under reduced pressure. The concentrate w... The reactants are BrC1=CC=C(C=C1)NC=1OC2=C(N1)C=C(C=C2)C (N-(4-Bromophenyl)-5-methyl-1,3-benzoxazol-2-amine), C[Si](CCOC(=O)[C@H]1[C@@H](CCCC1)C(C1=CC=C(C=C1)Br)=O)(C)C (trans-2-(trimethylsilyl)ethyl-2-(4-bromobenzoyl)cyclohexanecarboxylate), ClCCl (dichloromethane), C(=O)(O)[O-].[Na+] (NaHCO3). Reagents/catalysts: C1=CC=C(C=C1)P([C-]2C=CC=C2)C3=CC=CC=C3.C1=CC=C(C=C1)P([C-]2C=CC=C2)C3=CC=CC=C3.Cl[Pd]Cl.[Fe+2] ([1,1′-bis(diphenylphosphino)-ferrocene]dichloro palladium(II)). Run in CCOC(=O)C (EtOAc), CCO (EtOH), C1(=CC=CC=C1)C (Toluene). Run at temperature 90 celsius. Product: C[Si](CCOC(=O)[C@H]1[C@@H](CCCC1)C(=O)C1=CC=C(C=C1)C1=CC=C(C=C1)NC=1OC2=C(N1)C=C(C=C2)C)(C)C (trans-2-(trimethylsilyl)ethyl-2-({4′-[(5-methyl-1,3-benzoxazol-2-yl)amino]biphenyl-4-yl}carbonyl)cyclohexanecarboxylate). Yield: 50.2%. RXN SMILES: Br[C:2]1[CH:7]=[CH:6][C:5]([NH:8][C:9]2[O:10][C:11]3[CH:17]=[CH:16][C:15]([CH3:18])=[CH:14][C:12]=3[N:13]=2)=[CH:4][CH:3]=1.[CH3:19][Si:20]([CH3:42])([CH3:41])[CH2:21][CH2:22][O:23][C:24]([C@@H:26]1[CH2:31][CH2:30][CH2:29][CH2:28][C@H:27]1[C:32](=[O:40])[C:33]1[CH:38]=[CH:37][C:36](Br)=[CH:35][CH:34]=1)=[O:25].C([O-])(O)=O.[Na+].ClCCl>CCOC(C)=O.C1C=CC(P(C2C=CC=CC=2)[C-]2C=CC=C2)=CC=1.C1C=CC(P(C2C=CC=CC=2)[C-]2C=CC=C2)=CC=1.Cl[Pd]Cl.[Fe+2].CCO.C1(C)C=CC=CC=1>[CH3:19][Si:20]([CH3:42])([CH3:41])[CH2:21][CH2:22][O:23][C:24]([C@@H:26]1[CH2:31][CH2:30][CH2:29][CH2:28][C@H:27]1[C:32]([C:33]1[CH:34]=[CH:35][C:36]([C:2]2[CH:7]=[CH:6][C:5]([NH:8][C:9]3[O:10][C:11]4[CH:17]=[CH:16][C:15]([CH3:18])=[CH:14][C:12]=4[N:13]=3)=[CH:4][CH:3]=2)=[CH:37][CH:38]=1)=[O:40])=[O:25] |f:2.3,6.7.8.9|. Procedure details: N-(4-Bromophenyl)-5-methyl-1,3-benzoxazol-2-amine (76.70 mg, 0.25 mmol) and trans-2-(trimethylsilyl)ethyl-2-(4-bromobenzoyl)cyclohexanecarboxylate (105.45 mg, 0.23 mmol) were combined in a clean dry flask under argon. Toluene (25 mL), EtOH (8 mL), and saturated aqueous NaHCO3 (5 mL) were added, and the resulting solution was degassed by bubbling with argon for 30 minutes. Then, [1,1′-bis(diphenylphosphino)-ferrocene]dichloro palladium(II), 1:1 complex with dichloromethane (18.78 mg, 0.02 mmol) w... Reactants: O=C1CCC(=O)N1Br, FC(F)c1ccccc1Br, ClC(Cl)(Cl)Cl, CCCCCC. Product: FC(F)(Br)c1ccccc1Br. Reaction SMILES: [Br:11][N:12]1[C:13](=[O:14])[CH2:15][CH2:16][C:17]1=[O:18].[Br:1][c:2]1[c:3]([CH:8]([F:9])[F:10])[cH:4][cH:5][cH:6][cH:7]1.[C:19]([Cl:20])([Cl:21])([Cl:22])[Cl:23].[CH3:24][CH2:25][CH2:26][CH2:27][CH2:28][CH3:29]>>[Br:1][c:2]1[c:3]([C:8]([F:9])([F:10])[Br:11])[cH:4][cH:5][cH:6][cH:7]1.